describe an organic reaction: reactants, conditions, products, and yield From a dataset of the Open Reaction Database (ORD), a public repository of structured organic reaction records. The yield is 72.9%. The product is C(C)OP(=O)(OCC)CSCCON1C2=NC=NC(=C2N=C1)N (9-[2-(Diethoxyphosphorylmethylthio)ethoxy)adenine). Reported procedure: A solution of 9-[2-(diethoxyphosphorylmethylthio)ethoxy]-6-phthalimidopurine (0.56 g, 1.lmmol) was cooled to 0°-5° C. and treated with N-methylhydrazine (0.86 g, 1.8 mmol). The mixture was stirred for 1 hour, and then filtered and the solvent was removed in vacuo. The residue was purified by column chromatography on silica gel, using dichloromethane: methanol (97:3) as eluent, to give the title compound (0.3 g, 75%) as colourless crystals after b crystallisation from acetone, m.p. 93°-95° C.; γm... Run at time 1 hour. Reactants: C(C)OP(=O)(OCC)CSCCON1C2=NC=NC(=C2N=C1)N1C(C=2C(C1=O)=CC=CC2)=O (9-[2-(diethoxyphosphorylmethylthio)ethoxy]-6-phthalimidopurine), CNN (N-methylhydrazine). RXN SMILES: [CH2:1]([O:3][P:4]([CH2:9][S:10][CH2:11][CH2:12][O:13][N:14]1[CH:22]=[N:21][C:20]2[C:15]1=[N:16][CH:17]=[N:18][C:19]=2[N:23]1C(=O)C2=CC=CC=C2C1=O)([O:6][CH2:7][CH3:8])=[O:5])[CH3:2].CNN>>[CH2:1]([O:3][P:4]([CH2:9][S:10][CH2:11][CH2:12][O:13][N:14]1[CH:22]=[N:21][C:20]2[C:15]1=[N:16][CH:17]=[N:18][C:19]=2[NH2:23])([O:6][CH2:7][CH3:8])=[O:5])[CH3:2]. The reactants are [OH-].[Na+] (sodium hydroxide), CC1(N(C2=CC=CC=C2C1)CC(C)C)C (2,2-dimethyl N-isobutylindoline), Cl (hydrochloric acid), N(=O)[O-].[Na+] (sodium nitrite). Solvent: O (water). Reaction conditions: temperature 8 celsius. The product is N(=O)C=1C=C2CC(N(C2=CC1)CC(C)C)(C)C (5-nitroso-2,2-dimethyl N-isobutyl indoline). RXN SMILES: [CH3:1][C:2]1([CH3:15])[CH2:10][C:9]2[C:4](=[CH:5][CH:6]=[CH:7][CH:8]=2)[N:3]1[CH2:11][CH:12]([CH3:14])[CH3:13].Cl.[N:17]([O-])=[O:18].[Na+].[OH-].[Na+]>O>[N:17]([C:7]1[CH:8]=[C:9]2[C:4](=[CH:5][CH:6]=1)[N:3]([CH2:11][CH:12]([CH3:13])[CH3:14])[C:2]([CH3:15])([CH3:1])[CH2:10]2)=[O:18] |f:2.3,4.5|. Reported procedure: A mixture of 2,2-dimethyl N-isobutylindoline (2.0 g) and concentrated hydrochloric acid (4.5 cm3) was cooled to 8° C. and sodium nitrite (0.8 g) in water (2 cm3) was added dropwise. The reaction mixture was allowed to warm to ambient temperature, made alkaline with sodium hydroxide solution an extracted with ethyl acetate. The ethyl acetate was dried over magnesium sulphate, filtered and evaporated to give 5-nitroso-2,2-dimethyl N-isobutyl indoline. Reactants: ClCCOC1=C2CC(NC2=C(C=C1)F)=O (4-(2-Chloroethoxy)-7-fluoro-1,3-dihydro-indol-2-one), C1NCC2=CC=CC=C12 (isoindoline), intermediate 16. The product is C1N(CC2=CC=CC=C12)CCOC1=C2CC(NC2=C(C=C1)F)=O (4-[2-(1,3-Dihydro-isoindol-2-yl)-ethoxy]-7-fluoro-1,3-dihydro-indol-2-one). Yield: 75.0%. As a reaction SMILES: Cl[CH2:2][CH2:3][O:4][C:5]1[CH:13]=[CH:12][C:11]([F:14])=[C:10]2[C:6]=1[CH2:7][C:8](=[O:15])[NH:9]2.[CH2:16]1[C:24]2[C:19](=[CH:20][CH:21]=[CH:22][CH:23]=2)[CH2:18][NH:17]1>>[CH2:16]1[C:24]2[C:19](=[CH:20][CH:21]=[CH:22][CH:23]=2)[CH2:18][N:17]1[CH2:2][CH2:3][O:4][C:5]1[CH:13]=[CH:12][C:11]([F:14])=[C:10]2[C:6]=1[CH2:7][C:8](=[O:15])[NH:9]2. Procedure: 4-(2-Chloroethoxy)-7-fluoro-1,3-dihydro-indol-2-one was reacted with isoindoline in the same manner described for intermediate 16 to afford the title compound in 75% yield as a thick oil. The fumarate salt was prepared in ethanol: mp 210°-212° C. Reactants: ClC1=CC=C(C=C1)C1(CC1)C=C(CBr)F (1-(p-chlorophenyl)-1-(3-bromo-2-fluoropropenyl)cyclopropane), FC1=C(C=C(C=C1)B(O)O)OC1=CC=CC=C1 (4-fluoro-3-phenoxybenzene-boronic acid), C([O-])([O-])=O.[K+].[K+] (potassium carbonate), bis(dibenzylideneacetone)-palladium(O). The solvent is O (water), C1(=CC=CC=C1)C (toluene). Product: methylene chloride hexanes, ClC1=CC=C(C=C1)C1(CC1)C=C(CC1=CC(=C(C=C1)F)OC1=CC=CC=C1)F (1-(p-Chlorophenyl)-1- [2-fluoro-3-(4-fluoro-3-phenoxyphenyl)propenyl]cyclopropane). Yield: 63.0%. As a reaction SMILES: [Cl:1][C:2]1[CH:7]=[CH:6][C:5]([C:8]2([CH:11]=[C:12]([F:15])[CH2:13]Br)[CH2:10][CH2:9]2)=[CH:4][CH:3]=1.[F:16][C:17]1[CH:22]=[CH:21][C:20](B(O)O)=[CH:19][C:18]=1[O:26][C:27]1[CH:32]=[CH:31][CH:30]=[CH:29][CH:28]=1.C(=O)([O-])[O-].[K+].[K+]>C1(C)C=CC=CC=1.O>[Cl:1][C:2]1[CH:7]=[CH:6][C:5]([C:8]2([CH:11]=[C:12]([F:15])[CH2:13][C:20]3[CH:21]=[CH:22][C:17]([F:16])=[C:18]([O:26][C:27]4[CH:32]=[CH:31][CH:30]=[CH:29][CH:28]=4)[CH:19]=3)[CH2:10][CH2:9]2)=[CH:4][CH:3]=1 |f:2.3.4|. Reported procedure: Under a nitrogen atmosphere, a mixture of 1-(p-chlorophenyl)-1-(3-bromo-2-fluoropropenyl)cyclopropane, (Z)—(0.434 g, 1.5 mmol), 4-fluoro-3-phenoxybenzene-boronic acid (0.452 g, 1.95 mmol), potassium carbonate (1.86 g, 13.5 mmol) and bis(dibenzylideneacetone)-palladium(O) (Pd(dba)2, 4.3 mg, 0.075 mmol) in toluene is heated at 80° C. for one hour, cooled to room temperature, diluted with water, and filtered through diatomaceous earth. The phases are separated and the aqueous phase is extracted wit... Starting materials: C(C)N1CC(CCC1)CCN1C2=NC(=NC(=C2N=C1OC)N)O[C@H](CCC)C (9-[2-(1-Ethyl-3-piperidinyl)ethyl]-2-{[(1S)-1-methylbutyl]oxy}-8-(methyloxy)-9H-purin-6-amine), C[C@@H](CCC)OC1=NC(=C2N=C(N(C2=N1)CCCC1CCNCC1)OC)N (2-{[(1S)-1-methylbutyl]oxy}-8-(methyloxy)-9-[3-(4-piperidinyl)propyl]-9H-purin-6-amine), ICC (2-iodoethane). Yields the product C(C)N1CCC(CC1)CCCN1C2=NC(=NC(=C2N=C1OC)N)O[C@H](CCC)C (9-[3-(1-Ethyl-4-piperidinyl)propyl]-2-{[(1S)-1-methylbutyl]oxy}-8-(methyloxy)-9H-purin-6-amine). Reaction SMILES: [CH2:1]([N:3]1[CH2:8][CH2:7][CH2:6][CH:5]([CH2:9][CH2:10][N:11]2[C:19]([O:20][CH3:21])=[N:18][C:17]3[C:12]2=[N:13][C:14]([O:23][C@@H:24]([CH3:28])[CH2:25][CH2:26][CH3:27])=[N:15][C:16]=3[NH2:22])[CH2:4]1)[CH3:2].[CH3:29][C@H](OC1N=C2C(N=C(OC)N2CCCC2CCNCC2)=C(N)N=1)CCC.ICC>>[CH2:4]([N:3]1[CH2:1][CH2:2][CH:6]([CH2:5][CH2:9][CH2:10][N:11]2[C:19]([O:20][CH3:21])=[N:18][C:17]3[C:12]2=[N:13][C:14]([O:23][C@@H:24]([CH3:28])[CH2:25][CH2:26][CH3:27])=[N:15][C:16]=3[NH2:22])[CH2:7][CH2:8]1)[CH3:29]. Procedure details: Prepared similarly to Intermediate 46 from 2-{[(1S)-1-methylbutyl]oxy}-8-(methyloxy)-9-[3-(4-piperidinyl)propyl]-9H-purin-6-amine and 2-iodoethane. Starting materials: C(C)OC(COC1=C(C=C(C=C1)SCC1=CC(=CC(=C1)OCC1CC1)Br)C)=O ([4-(3-Bromo-5-cyclopropylmethoxy-benzylsulfanyl)-2-methyl-phenoxy]-acetic acid ethyl ester), C(C#C)N1CCOCC1 (4-prop-2-ynyl-morpholine), C(C)OC(COC1=C(C=C(C=C1)SC1=CC(=CC(=C1)C#CC1=CC=C(C=C1)CO)OCCC1=CC=C(C=C1)Cl)C)=O ({4-[3-[2-(4-Chlorophenyl)-ethoxy]-5-(4-hydroxymethyl-phenylethynyl)-phenylsulfanyl]-2-methyl-phenoxy}-acetic acid ethyl ester). Product: C1(CC1)COC=1C=C(CSC2=CC(=C(OCC(=O)O)C=C2)C)C=C(C1)C#CCN1CCOCC1 ({4-[3-Cyclopropylmethoxy-5-(3-morpholin-4-yl-prop-1-ynyl)-benzylsulfanyl]-2-methyl-phenoxy}-acetic acid). RXN SMILES: C([O:3][C:4](=[O:28])[CH2:5][O:6][C:7]1[CH:12]=[CH:11][C:10]([S:13][CH2:14][C:15]2[CH:20]=[C:19]([O:21][CH2:22][CH:23]3[CH2:25][CH2:24]3)[CH:18]=[C:17](Br)[CH:16]=2)=[CH:9][C:8]=1[CH3:27])C.[CH2:29]([N:32]1[CH2:37][CH2:36][O:35][CH2:34][CH2:33]1)[C:30]#[CH:31].C(OC(=O)COC1C=CC(SC2C=C(C#CC3C=CC(CO)=CC=3)C=C(OCCC3C=CC(Cl)=CC=3)C=2)=CC=1C)C>>[CH:23]1([CH2:22][O:21][C:19]2[CH:20]=[C:15]([CH:16]=[C:17]([C:31]#[C:30][CH2:29][N:32]3[CH2:37][CH2:36][O:35][CH2:34][CH2:33]3)[CH:18]=2)[CH2:14][S:13][C:10]2[CH:11]=[CH:12][C:7]([O:6][CH2:5][C:4]([OH:3])=[O:28])=[C:8]([CH3:27])[CH:9]=2)[CH2:24][CH2:25]1. Procedure: The title product was prepared from [4-(3-Bromo-5-cyclopropylmethoxy-benzylsulfanyl)-2-methyl-phenoxy]-acetic acid ethyl ester (200 mg; 0.43 mmol) and 4-prop-2-ynyl-morpholine (161 mg; 1.3 mmol) applying the procedure described for {4-[3-[2-(4-Chlorophenyl)-ethoxy]-5-(4-hydroxymethyl-phenylethynyl)-phenylsulfanyl]-2-methyl-phenoxy}-acetic acid ethyl ester. The crude product was purified by preparative HPLC (method B). Yield: 173 mg; 79%. HPLC-MS: m/z: 510.1 (M)+; Rt: 1.9 min. Yields the product C(C)(=O)OCC(CCC)=O (5-Acetoxy-pentan-4-one). Reaction SMILES: [CH3:1][C:2](CCCC(C)COC1CCCCO1)=[CH:3][CH2:4][CH:5]([O:15][C:16](=[O:18])[CH3:17])C(C)=CC1N=C(C)SC=1.C(OC(CC=C(C)CCCC(C)COC1CCCCO1)C(=O)C)(=[O:34])C>>[C:16]([O:15][CH2:5][C:4](=[O:34])[CH2:3][CH2:2][CH3:1])(=[O:18])[CH3:17]. Reactants: ( 39 ), C(C)(=O)OC(C(C)=O)CC=C(CCCC(COC1OCCCC1)C)C (3-Acetoxy-11-(tetrahydro-pyran-2-yloxy)-6,10-dimethyl-5-undecen-2-one), ( 10 ), ( 44 ), ( 100 ), ( 14 ), ( 11 ), ( 78 ), ( 9 ), ( 22 ), CC(=CCC(C(=CC=1N=C(SC1)C)C)OC(C)=O)CCCC(COC1OCCCC1)C (Acetic acid 4,8-dimethyl-1-[1-methyl-2-(2-methyl-thiazol-4-yl)-vinyl]-9-(tetrahydro-pyran-2-yloxy)-non-3-enyl ester), ( 22 ), ( 45 ), ( 34 ), ( 9 ). Procedure details: MS (CI): m/z (%)=43 (39), 45 (22), 57 (34), 91 (19), 119 (10), 145 (9), 173 (9), 189 (14), 190 (78), 191 (18), 233 (45), 246 (22), 251 (100), 252 (11), 307 (44). Starting materials: ClC=1NC2=C(N1)C=CC=C2 (2-chlorobenzimidazole), NC1CCC2=CC(=CC=C12)Br (racemic 1-amino-5-bromoindane). Yields the product N1=C(NC2=C1C=CC=C2)NC2CCC1=CC(=CC=C21)Br (N-(Benzimidazol-2-yl)-5-bromo-1-indanylamine). Reaction SMILES: Cl[C:2]1[NH:3][C:4]2[CH:10]=[CH:9][CH:8]=[CH:7][C:5]=2[N:6]=1.[NH2:11][CH:12]1[C:20]2[C:15](=[CH:16][C:17]([Br:21])=[CH:18][CH:19]=2)[CH2:14][CH2:13]1>>[N:6]1[C:5]2[CH:7]=[CH:8][CH:9]=[CH:10][C:4]=2[NH:3][C:2]=1[NH:11][CH:12]1[C:20]2[C:15](=[CH:16][C:17]([Br:21])=[CH:18][CH:19]=2)[CH2:14][CH2:13]1. Procedure: The title compound was prepared from 2-chlorobenzimidazole and racemic 1-amino-5-bromoindane (prepared by Procedure B from 5-bromo-1-indanone) by Procedure A (30 min at 170° C.). The product was isolated by preparative LCMS to give the title compound as the free base and as a mixture of enantiomers (white solid, mp 242-243° C.). MS(ES+) m/z 328 ([M+1]+, 100). 1NMR (DMSO-d6) δ 1.92 (m, 1H), 2.50 (m, 1H), 2.83 (m, 1H), 2.95 (m, 1H), 5.35 (m, 1H), 6.82-7.02 (m, 3H), 7.12-7.35 (m, 4H), 7.46 (s, 1H),... The reactants are C[O-], O=c1c(Br)nn(-c2ccccc2O)c(=O)n1Cc1ccc(Cl)cc1, [Na+], CN(C)C=O. Product: COc1nn(-c2ccccc2O)c(=O)n(Cc2ccc(Cl)cc2)c1=O. RXN SMILES: [CH3:25][O-:26].[Cl:1][c:2]1[cH:3][cH:4][c:5]([CH2:6][n:7]2[c:8](=[O:22])[n:9](-[c:15]3[c:16]([OH:21])[cH:17][cH:18][cH:19][cH:20]3)[n:10][c:11]([Br:14])[c:12]2=[O:13])[cH:23][cH:24]1.[Na+:27].[O:28]=[CH:29][N:30]([CH3:31])[CH3:32]>>[Cl:1][c:2]1[cH:3][cH:4][c:5]([CH2:6][n:7]2[c:8](=[O:22])[n:9](-[c:15]3[c:16]([OH:21])[cH:17][cH:18][cH:19][cH:20]3)[n:10][c:11]([O:26][CH3:25])[c:12]2=[O:13])[cH:23][cH:24]1. Starting materials: C1(CCCC1)NS(=O)(=O)C=1C=2C=CC(NC2C=C(C1)C=1C(=NOC1C)C)=O (N-cyclopentyl-7-(3,5-dimethylisoxazol-4-yl)-2-oxo-1,2-dihydroquinoline-5-sulfonamide), C1CC(=O)N(C1=O)Br (NBS). Yields the product BrC=1C(NC=2C=C(C=C(C2C1)S(=O)(=O)NC1CCCC1)C=1C(=NOC1C)C)=O (3-bromo-N-cyclopentyl-7-(3,5-dimethylisoxazol-4-yl)-2-oxo-1,2-dihydroquinoline-5-sulfonamide). RXN SMILES: [CH:1]1([NH:6][S:7]([C:10]2[C:11]3[CH:12]=[CH:13][C:14](=[O:27])[NH:15][C:16]=3[CH:17]=[C:18]([C:20]3[C:21]([CH3:26])=[N:22][O:23][C:24]=3[CH3:25])[CH:19]=2)(=[O:9])=[O:8])[CH2:5][CH2:4][CH2:3][CH2:2]1.C1C(=O)N([Br:35])C(=O)C1>>[Br:35][C:13]1[C:14](=[O:27])[NH:15][C:16]2[CH:17]=[C:18]([C:20]3[C:21]([CH3:26])=[N:22][O:23][C:24]=3[CH3:25])[CH:19]=[C:10]([S:7]([NH:6][CH:1]3[CH2:2][CH2:3][CH2:4][CH2:5]3)(=[O:9])=[O:8])[C:11]=2[CH:12]=1. Procedure details: A solution of N-cyclopentyl-7-(3,5-dimethylisoxazol-4-yl)-2-oxo-1,2-dihydroquinoline-5-sulfonamide (100 mg, 0.26 mmol) and NBS (150 mg, 3 equiv) was heated at 80° C. for 1 hour. The reaction mixture was partitioned between aqueous sodium bicarbonate solution and ethyl acetate. The organic layer was washed with brine, dried over sodium sulfate and purified on silica gel (rf=0.75 in ethyl acetate) to give 3-bromo-N-cyclopentyl-7-(3,5-dimethylisoxazol-4-yl)-2-oxo-1,2-dihydroquinoline-5-sulfonamide ...